Task: describe an organic reaction: reactants, conditions, products, and yield. Dataset: the Open Reaction Database (ORD), a public repository of structured organic reaction records Reactants: ClCCl, O, O=C(OO)c1cccc(Cl)c1, CC(SCCN1CCOc2c(OCC(=O)O)cccc21)(c1ccccc1)c1ccccc1. The product is CC(c1ccccc1)(c1ccccc1)S(=O)CCN1CCOc2c(OCC(=O)O)cccc21. As a reaction SMILES: [CH2:45]([Cl:46])[Cl:47].[OH2:44].[OH:33][O:34][C:35]([c:36]1[cH:37][c:38]([Cl:39])[cH:40][cH:41][cH:42]1)=[O:43].[c:1]1([C:7]([CH3:8])([c:9]2[cH:10][cH:11][cH:12][cH:13][cH:14]2)[S:15][CH2:16][CH2:17][N:18]2[CH2:19][CH2:20][O:21][c:22]3[c:23]2[cH:24][cH:25][cH:26][c:27]3[O:28][CH2:29][C:30](=[O:31])[OH:32])[cH:2][cH:3][cH:4][cH:5][cH:6]1>>[c:1]1([C:7]([CH3:8])([c:9]2[cH:10][cH:11][cH:12][cH:13][cH:14]2)[S:15]([CH2:16][CH2:17][N:18]2[CH2:19][CH2:20][O:21][c:22]3[c:23]2[cH:24][cH:25][cH:26][c:27]3[O:28][CH2:29][C:30](=[O:31])[OH:32])=[O:33])[cH:2][cH:3][cH:4][cH:5][cH:6]1. RXN SMILES: [BH4-:15].[CH3:18][OH:19].[Na+:16].[OH2:17].[cH:1]1[n:2][c:3]([CH2:10][C:11](=[O:12])[O:13][CH3:14])[n:4]2[c:5]1[cH:6][cH:7][cH:8][cH:9]2>>[cH:1]1[n:2][c:3]([CH2:10][CH2:11][OH:12])[n:4]2[c:5]1[cH:6][cH:7][cH:8][cH:9]2. Product: OCCc1ncc2ccccn12. Starting materials: [BH4-], CO, [Na+], O, COC(=O)Cc1ncc2ccccn12. As a reaction SMILES: [C:1]([CH3:2])([CH3:3])([CH3:4])[O:5][C:6]([NH:7][c:8]1[c:9]([N+:21](=[O:22])[O-:23])[cH:10][c:11]([I:20])[c:12]([O:14][CH2:15][CH:16]([CH2:17][OH:18])[OH:19])[cH:13]1)=[O:24].[c:25]1([C:31]#[CH:32])[cH:26][cH:27][cH:28][cH:29][cH:30]1>>[C:1]([CH3:2])([CH3:3])([CH3:4])[O:5][C:6]([NH:7][c:8]1[c:9]([N+:21](=[O:22])[O-:23])[cH:10][c:11]([C:32]#[C:31][c:25]2[cH:26][cH:27][cH:28][cH:29][cH:30]2)[c:12]([O:14][CH2:15][CH:16]([CH2:17][OH:18])[OH:19])[cH:13]1)=[O:24]. Reactants: CC(C)(C)OC(=O)Nc1cc(OCC(O)CO)c(I)cc1[N+](=O)[O-], C#Cc1ccccc1. Product: CC(C)(C)OC(=O)Nc1cc(OCC(O)CO)c(C#Cc2ccccc2)cc1[N+](=O)[O-]. Reactants: CN(C(=NC1=C(C=CC=C1)N1CCOCC1)N)C (1,1-dimethyl-2-(2-morpholinophenyl)guanidine), S(O)(O)(=O)=O (sulphuric acid). Procedure: Reaction of the product of Example 301 in acetone with concentrated sulphuric acid gave 1,1-dimethyl-2-(2-morpholinophenyl)guanidine hemisulphate (m.p. 234°-235° C.) which was recrystallised from a 1:1 mixture of methanol and ether. Yields the product S(=O)(=O)(O)O.CN(C(=NC1=C(C=CC=C1)N1CCOCC1)N)C.CN(C(=NC1=C(C=CC=C1)N1CCOCC1)N)C (1,1-dimethyl-2-(2-morpholinophenyl)guanidine hemisulphate). Solvent: CC(=O)C (acetone). RXN SMILES: [CH3:1][N:2]([CH3:18])[C:3]([NH2:17])=[N:4][C:5]1[CH:10]=[CH:9][CH:8]=[CH:7][C:6]=1[N:11]1[CH2:16][CH2:15][O:14][CH2:13][CH2:12]1.[S:19](=[O:23])(=[O:22])([OH:21])[OH:20]>CC(C)=O>[S:19]([OH:23])([OH:22])(=[O:21])=[O:20].[CH3:1][N:2]([CH3:18])[C:3]([NH2:17])=[N:4][C:5]1[CH:10]=[CH:9][CH:8]=[CH:7][C:6]=1[N:11]1[CH2:16][CH2:15][O:14][CH2:13][CH2:12]1.[CH3:1][N:2]([CH3:18])[C:3]([NH2:17])=[N:4][C:5]1[CH:10]=[CH:9][CH:8]=[CH:7][C:6]=1[N:11]1[CH2:16][CH2:15][O:14][CH2:13][CH2:12]1 |f:3.4.5|. RXN SMILES: [CH3:28][C:29]([CH2:30][C:31](=[O:32])[Cl:33])([CH3:34])[CH3:35].[Cl:36][CH2:37][Cl:38].[F:1][C:2]([O:3][c:4]1[cH:5][cH:6][c:7](-[c:10]2[c:11]([NH2:19])[n:12][n:13]3[c:14]2[n:15][cH:16][cH:17][cH:18]3)[cH:8][cH:9]1)([F:20])[F:21].[cH:22]1[cH:23][cH:24][n:25][cH:26][cH:27]1>>[F:1][C:2]([O:3][c:4]1[cH:5][cH:6][c:7](-[c:10]2[c:11]([NH:19][C:31]([CH2:30][C:29]([CH3:28])([CH3:34])[CH3:35])=[O:32])[n:12][n:13]3[c:14]2[n:15][cH:16][cH:17][cH:18]3)[cH:8][cH:9]1)([F:20])[F:21]. Yields the product CC(C)(C)CC(=O)Nc1nn2cccnc2c1-c1ccc(OC(F)(F)F)cc1. Reactants: CC(C)(C)CC(=O)Cl, ClCCl, Nc1nn2cccnc2c1-c1ccc(OC(F)(F)F)cc1, c1ccncc1. Reactants: ClC(c1ccccc1)(c1ccccc1)c1ccccc1, CCCCCCCCCCCCCCOCC(COC1OC(CO)C(O)C(O)C1O)OCCCCCCCCCCCCCC, c1ccncc1. The product is CCCCCCCCCCCCCCOCC(COC1OC(COC(c2ccccc2)(c2ccccc2)c2ccccc2)C(O)C(O)C1O)OCCCCCCCCCCCCCC. Reaction SMILES: [C:46]([c:47]1[cH:48][cH:49][cH:50][cH:51][cH:52]1)([c:53]1[cH:54][cH:55][cH:56][cH:57][cH:58]1)([c:59]1[cH:60][cH:61][cH:62][cH:63][cH:64]1)[Cl:65].[CH:1]1([O:12][CH2:13][CH:14]([CH2:15][O:16][CH2:17][CH2:18][CH2:19][CH2:20][CH2:21][CH2:22][CH2:23][CH2:24][CH2:25][CH2:26][CH2:27][CH2:28][CH2:29][CH3:30])[O:31][CH2:32][CH2:33][CH2:34][CH2:35][CH2:36][CH2:37][CH2:38][CH2:39][CH2:40][CH2:41][CH2:42][CH2:43][CH2:44][CH3:45])[CH:2]([OH:3])[CH:4]([OH:5])[CH:6]([OH:7])[CH:8]([CH2:10][OH:11])[O:9]1.[cH:66]1[cH:67][cH:68][n:69][cH:70][cH:71]1>>[CH:1]1([O:12][CH2:13][CH:14]([CH2:15][O:16][CH2:17][CH2:18][CH2:19][CH2:20][CH2:21][CH2:22][CH2:23][CH2:24][CH2:25][CH2:26][CH2:27][CH2:28][CH2:29][CH3:30])[O:31][CH2:32][CH2:33][CH2:34][CH2:35][CH2:36][CH2:37][CH2:38][CH2:39][CH2:40][CH2:41][CH2:42][CH2:43][CH2:44][CH3:45])[CH:2]([OH:3])[CH:4]([OH:5])[CH:6]([OH:7])[CH:8]([CH2:10][O:11][C:46]([c:47]2[cH:48][cH:49][cH:50][cH:51][cH:52]2)([c:53]2[cH:54][cH:55][cH:56][cH:57][cH:58]2)[c:59]2[cH:60][cH:61][cH:62][cH:63][cH:64]2)[O:9]1.